Dataset: the Open Reaction Database (ORD), a public repository of structured organic reaction records. Task: describe an organic reaction: reactants, conditions, products, and yield The reactants are C[Si]([Si](C)(C)C)(C)C.[Li] (lithium hexamethyl disilane), O.NN (Hydrazine monohydrate), S1C2=C(C=C1)C(CC2)=O (5,6-Dihydro-cyclopenta[b]thiophen-4-one), N(=C=S)C1=CC(=CC=C1)C(F)(F)F (1-Isothiocyanato-3-trifluoromethyl-benzene). Solvent: C(C)(=O)O (acetic acid), C1CCOC1 (THF), O (water). Conditions: time 8 hour. Yields the product S1C=2CC3=C(C2C=C1)NN=C3NC3=CC(=CC=C3)C(F)(F)F ((4,7-Dihydro-1-thia-4,5-diaza-cyclopenta[a]pentalen-6-yl)-(3-trifluoromethyl-phenyl)-amine). The yield is 34.0%. RXN SMILES: [S:1]1[CH:5]=[CH:4][C:3]2[C:6](=O)[CH2:7][CH2:8][C:2]1=2.[N:10]([C:13]1[CH:18]=[CH:17][CH:16]=[C:15]([C:19]([F:22])([F:21])[F:20])[CH:14]=1)=[C:11]=S.C[Si](C)(C)[Si](C)(C)C.[Li].O.[NH2:33][NH2:34]>C1COCC1.O.C(O)(=O)C>[S:1]1[CH:5]=[CH:4][C:3]2[C:6]3[NH:33][N:34]=[C:11]([NH:10][C:13]4[CH:18]=[CH:17][CH:16]=[C:15]([C:19]([F:22])([F:21])[F:20])[CH:14]=4)[C:7]=3[CH2:8][C:2]1=2 |f:2.3,4.5,^1:30|. Procedure details: A mixture of 5,6-Dihydro-cyclopenta[b]thiophen-4-one (1.0 g, 7.4 mmol) and 1-Isothiocyanato-3-trifluoromethyl-benzene (1.5 g, 7.2 mmol) in THF (2.0 mL) was added to lithium hexamethyl disilane (7.0 mL, 7.2 mmol) dropwise at room temperature. The reaction mixture was stirred for 8 hr. Hydrazine monohydrate (0.4 mL, 7.9 mmol) and glacial acetic acid (0.5 mL) were added to the reaction mixture, which was then heated at the reflux temperature for 24 hr. The resulting mixture was added to water (30 m... Starting materials: ( 20 ), C(C)N1CCC(=CC1)C=1C(=C(C=CC1)O)F (3-(1-ethyl-1,2,3,6-tetrahydropyridin-4-yl)-2-fluorophenol), ( 13 ), Cl (hydrochloric acid), ( 17 ). The reagents and catalysts are [Pd] (palladium on carbon). Run in CO (methanol). Product: C(C)N1CCC(CC1)C=1C(=C(C=CC1)O)F (3-(1-ETHYLPIPERIDIN-4-YL)-2-FLUOROPHENOL). Reaction SMILES: [CH2:1]([N:3]1[CH2:8][CH:7]=[C:6]([C:9]2[C:10]([F:16])=[C:11]([OH:15])[CH:12]=[CH:13][CH:14]=2)[CH2:5][CH2:4]1)[CH3:2].Cl>[Pd].CO>[CH2:1]([N:3]1[CH2:8][CH2:7][CH:6]([C:9]2[C:10]([F:16])=[C:11]([OH:15])[CH:12]=[CH:13][CH:14]=2)[CH2:5][CH2:4]1)[CH3:2]. Procedure details: Preparation according to preparation 18: 3-(1-ethyl-1,2,3,6-tetrahydropyridin-4-yl)-2-fluorophenol (1.1 g, 4.97 mmol), methanol (20 ml), palladium on carbon (0.26 g) and hydrochloric acid (0.2 ml, cone). Yield: 1.1 g. MS m/z (relative intensity, 70 eV) 223 (M+, 32), 222 (17), 209 (13), 208 (bp) 84 (20). The reactants are ClC=1C=C(C=2N(N1)C(=CN2)C=CC2=CC=NC=C2)N(C2=CC=CC=C2)CC2=CC=C(C=C2)OC (6-chloro-N-(4-methoxybenzyl)-N-phenyl-3-(2-(pyridin-4-yl)vinyl)imidazo[1,2-b]pyridazin-8-amine), C(C1=CC=CC=C1)N1CC(CCC1)NC=1C=C(C=2N(N1)C(=CN2)C#N)N(C2=CC=CC=C2)CC2=CC=C(C=C2)OC (6-(1-Benzylpiperidin-3-ylamino)-8-((4-methoxybenzyl)(phenyl)amino)imidazo[1,2-b]pyridazine-3-carbonitrile), CC(C)([O-])C.[Na+] (sodium tert-butoxide), [C@H]1(CC[C@H](CC1)N)N (trans-1,4-cyclohexanediamine). Reagents/catalysts: CC(=O)O.CC(C)(C)P(C1=CC=CC=C1C2=CC=CC=[C-]2)C(C)(C)C.[Pd] (acetato(2′-di-tert-butylphosphino-1,1′-biphenyl-2-yl)palladium (II)). Solvent: C1(=CC=CC=C1)C (toluene). Reaction conditions: temperature 85 celsius. Yields the product N[C@@H]1CC[C@H](CC1)NC=1C=C(C=2N(N1)C(=CN2)C=CC2=CC=NC=C2)N(C2=CC=CC=C2)CC2=CC=C(C=C2)OC (N6-(trans-4-aminocyclohexyl)-N8-(4-methoxybenzyl)-N8-phenyl-3-(2-(pyridin-4-yl)vinyl)imidazo[1,2-b]pyridazine-6,8-diamine). Isolated yield 36.7%. As a reaction SMILES: Cl[C:2]1[CH:3]=[C:4]([N:19]([CH2:26][C:27]2[CH:32]=[CH:31][C:30]([O:33][CH3:34])=[CH:29][CH:28]=2)[C:20]2[CH:25]=[CH:24][CH:23]=[CH:22][CH:21]=2)[C:5]2[N:6]([C:8]([CH:11]=[CH:12][C:13]3[CH:18]=[CH:17][N:16]=[CH:15][CH:14]=3)=[CH:9][N:10]=2)[N:7]=1.C(N1CCCC(NC2C=C(N(CC3C=CC(OC)=CC=3)C3C=CC=CC=3)C3N(C(C#N)=CN=3)N=2)C1)C1C=CC=CC=1.CC(C)([O-])C.[Na+].[C@H:82]1([NH2:89])[CH2:87][CH2:86][C@H:85]([NH2:88])[CH2:84][CH2:83]1>CC(O)=O.CC(P(C(C)(C)C)C1C(C2[C-]=CC=CC=2)=CC=CC=1)(C)C.[Pd].C1(C)C=CC=CC=1>[NH2:88][C@H:85]1[CH2:86][CH2:87][C@H:82]([NH:89][C:2]2[CH:3]=[C:4]([N:19]([CH2:26][C:27]3[CH:32]=[CH:31][C:30]([O:33][CH3:34])=[CH:29][CH:28]=3)[C:20]3[CH:25]=[CH:24][CH:23]=[CH:22][CH:21]=3)[C:5]3[N:6]([C:8]([CH:11]=[CH:12][C:13]4[CH:18]=[CH:17][N:16]=[CH:15][CH:14]=4)=[CH:9][N:10]=3)[N:7]=2)[CH2:83][CH2:84]1 |f:2.3,5.6.7|. Procedure details: 6-chloro-N-(4-methoxybenzyl)-N-phenyl-3-(2-(pyridin-4-yl)vinyl)imidazo[1,2-b]pyridazin-8-amine (75 mg, 0.16 mmol) from (1b), sodium tert-butoxide (22 mg, 0.22 mmol), trans-1,4-cyclohexanediamine (22 mg, 0.19 mmol) and acetato(2′-di-tert-butylphosphino-1,1′-biphenyl-2-yl)palladium (II) (7.4 mg, 0.01 mmole) were purged with argon for 15 min. then toluene (0.6 mL) was added via syringe. The contents were sonicated briefly and heated at 85° C. for 2 h. After cooling to room temperature, the mixture ... Reactants: FC(S(=O)(=O)OC=1C(=NC(=CC1)OCC(C=C)O)CC1=CC=CC=C1)(F)F (2-benzyl-6-(2-hydroxy-3-butenyl)oxy-3-pyridyl trifluoromethane sulfonate), C(#C)C1(CN2CCC1CC2)O (3-ethynyl-3-quinuclidinol), cuprous iodide, C(C)(C)N(CC)C(C)C (diisopropylethylamine). Reagents/catalysts: C=1C=CC(=CC1)[P](C=2C=CC=CC2)(C=3C=CC=CC3)[Pd]([P](C=4C=CC=CC4)(C=5C=CC=CC5)C=6C=CC=CC6)([P](C=7C=CC=CC7)(C=8C=CC=CC8)C=9C=CC=CC9)[P](C=1C=CC=CC1)(C=1C=CC=CC1)C=1C=CC=CC1 (tetrakis(triphenylphosphine)palladium(0)). Solvent: CN(C=O)C (N,N-dimethylformamide). Conditions: temperature 80 celsius, time 3 hour. Yields the product C(C1=CC=CC=C1)C1=NC(=CC=C1C#CC1(CN2CCC1CC2)O)OCC(C=C)O (3-[2-Benzyl-6-(2-hydroxy-3-butenyl)oxy-3-pyridyl]ethynyl-3-quinuclidinol). The yield is 22.9%. RXN SMILES: FC(F)(F)S(O[C:7]1[C:8]([CH2:19][C:20]2[CH:25]=[CH:24][CH:23]=[CH:22][CH:21]=2)=[N:9][C:10]([O:13][CH2:14][CH:15]([OH:18])[CH:16]=[CH2:17])=[CH:11][CH:12]=1)(=O)=O.[C:28]([C:30]1([OH:38])[CH:35]2[CH2:36][CH2:37][N:32]([CH2:33][CH2:34]2)[CH2:31]1)#[CH:29].C(N(C(C)C)CC)(C)C>C1C=CC([P]([Pd]([P](C2C=CC=CC=2)(C2C=CC=CC=2)C2C=CC=CC=2)([P](C2C=CC=CC=2)(C2C=CC=CC=2)C2C=CC=CC=2)[P](C2C=CC=CC=2)(C2C=CC=CC=2)C2C=CC=CC=2)(C2C=CC=CC=2)C2C=CC=CC=2)=CC=1.CN(C)C=O>[CH2:19]([C:8]1[C:7]([C:29]#[C:28][C:30]2([OH:38])[CH:35]3[CH2:36][CH2:37][N:32]([CH2:33][CH2:34]3)[CH2:31]2)=[CH:12][CH:11]=[C:10]([O:13][CH2:14][CH:15]([OH:18])[CH:16]=[CH2:17])[N:9]=1)[C:20]1[CH:25]=[CH:24][CH:23]=[CH:22][CH:21]=1 |^1:51,53,72,91|. Procedure: A mixture of 46.5 mg of 2-benzyl-6-(2-hydroxy-3-butenyl)oxy-3-pyridyl trifluoromethane sulfonate, 22.7 mg of 3-ethynyl-3-quinuclidinol, 6.6 mg of tetrakis(triphenylphosphine)palladium(0), 0.1 mg of cuprous iodide, 60.1 μl of diisopropylethylamine and 1 ml of N,N-dimethylformamide was stirred at 80° C. for 3 hours in a nitrogen atmosphere. NH-silica gel was added to the reaction solution and the solvent was removed. The residue was subjected to NH-silica gel column chromatography using 5% methano... Reactants: substituted benzyl amines, C(=O)([O-])[O-].[Na+].[Na+] (Na2CO3), N1[C@H](CCCC1)C(=O)NC1(CC1)C1=CC=C(C(=O)OC)C=C1 ((R)-methyl 4-(1-(piperidine-2-carboxamido)cyclopropyl)benzoate), C(#N)C1=CC=C(CBr)C=C1 (4-Cyanobenzylbromide). Product: C(#N)C1=CC=C(CN2[C@H](CCCC2)C(=O)NC2(CC2)C2=CC=C(C(=O)OC)C=C2)C=C1 ((R)-methyl 4-(1-(1-(4-cyanobenzyl)piperidine-2-carboxamido)cyclopropyl)benzoate). Reported procedure: The title compound (D121) (35 mg) was prepared according to the general procedure for substituted benzyl amines preparation starting from (R)-methyl 4-(1-(piperidine-2-carboxamido)cyclopropyl)benzoate (D87) (34 mg) and 4-Cyanobenzylbromide (33 mg). (Na2CO3: 4 eq; reaction time: 18 hrs; 68° C.) As a reaction SMILES: [NH:1]1[CH2:6][CH2:5][CH2:4][CH2:3][C@@H:2]1[C:7]([NH:9][C:10]1([C:13]2[CH:22]=[CH:21][C:16]([C:17]([O:19][CH3:20])=[O:18])=[CH:15][CH:14]=2)[CH2:12][CH2:11]1)=[O:8].[C:23]([C:25]1[CH:32]=[CH:31][C:28]([CH2:29]Br)=[CH:27][CH:26]=1)#[N:24].C([O-])([O-])=O.[Na+].[Na+]>>[C:23]([C:25]1[CH:32]=[CH:31][C:28]([CH2:29][N:1]2[CH2:6][CH2:5][CH2:4][CH2:3][C@@H:2]2[C:7]([NH:9][C:10]2([C:13]3[CH:14]=[CH:15][C:16]([C:17]([O:19][CH3:20])=[O:18])=[CH:21][CH:22]=3)[CH2:12][CH2:11]2)=[O:8])=[CH:27][CH:26]=1)#[N:24] |f:2.3.4|. Isolated yield 74.6%. Reactants: ClC1=C(C=CC(=C1)F)NC1=C(C=NC=2N1N=CC2C(=O)O)C(=O)N2CCC(CC2)C2=CC=CC=C2 (7-(2-Chloro-4-fluorophenylamino)-6-(4-phenylpiperidine-1-carbonyl)pyrazolo[1,5-a]pyrimidine-3-carboxylic acid), C(C)S(=O)(=O)N (ethanesulfonamide). Product: ClC1=C(C=CC(=C1)F)NC1=C(C=NC=2N1N=CC2C(=O)NS(=O)(=O)CC)C(=O)N2CCC(CC2)C2=CC=CC=C2 (N-[7-(2-Chloro-4-fluorophenylamino)-6-(4-phenylpiperidine-1-carbonyl)pyrazolo[1,5-a]pyrimidine-3-carbonyl]ethanesulfonamide). Yield: 39.4%. As a reaction SMILES: [Cl:1][C:2]1[CH:7]=[C:6]([F:8])[CH:5]=[CH:4][C:3]=1[NH:9][C:10]1[N:15]2[N:16]=[CH:17][C:18]([C:19](O)=[O:20])=[C:14]2[N:13]=[CH:12][C:11]=1[C:22]([N:24]1[CH2:29][CH2:28][CH:27]([C:30]2[CH:35]=[CH:34][CH:33]=[CH:32][CH:31]=2)[CH2:26][CH2:25]1)=[O:23].[CH2:36]([S:38]([NH2:41])(=[O:40])=[O:39])[CH3:37]>>[Cl:1][C:2]1[CH:7]=[C:6]([F:8])[CH:5]=[CH:4][C:3]=1[NH:9][C:10]1[N:15]2[N:16]=[CH:17][C:18]([C:19]([NH:41][S:38]([CH2:36][CH3:37])(=[O:40])=[O:39])=[O:20])=[C:14]2[N:13]=[CH:12][C:11]=1[C:22]([N:24]1[CH2:25][CH2:26][CH:27]([C:30]2[CH:35]=[CH:34][CH:33]=[CH:32][CH:31]=2)[CH2:28][CH2:29]1)=[O:23]. Procedure: In the same manner as in Example 1, step 6 and using 7-(2-chloro-4-fluorophenylamino)-6-(4-phenylpiperidine-1-carbonyl)pyrazolo[1,5-a]pyrimidine-3-carboxylic acid (115 mg, 0.23 mmol) obtained in step 2 and ethanesulfonamide (123 mg, 1.17 mmol), the title compound (53 mg, 39%) was obtained. Reactants: CCN=C=NCCCN(C)C, CC#N, Cl, Nc1cnc(-n2cnc3ccc(F)cc32)nc1NC1CCOCC1, O=C(O)Cc1ccccc1. The product is O=C(Cc1ccccc1)Nc1cnc(-n2cnc3ccc(F)cc32)nc1NC1CCOCC1. As a reaction SMILES: [CH3:36][N:37]([CH3:38])[CH2:39][CH2:40][CH2:41][N:42]=[C:43]=[N:44][CH2:45][CH3:46].[CH3:47][C:48]#[N:49].[ClH:35].[F:1][c:2]1[cH:3][cH:4][c:5]2[c:6]([n:7](-[c:10]3[n:11][cH:12][c:13]([NH2:23])[c:14]([NH:16][CH:17]4[CH2:18][CH2:19][O:20][CH2:21][CH2:22]4)[n:15]3)[cH:8][n:9]2)[cH:24]1.[OH:25][C:26](=[O:27])[CH2:28][c:29]1[cH:30][cH:31][cH:32][cH:33][cH:34]1>>[F:1][c:2]1[cH:3][cH:4][c:5]2[c:6]([n:7](-[c:10]3[n:11][cH:12][c:13]([NH:23][C:26](=[O:25])[CH2:28][c:29]4[cH:30][cH:31][cH:32][cH:33][cH:34]4)[c:14]([NH:16][CH:17]4[CH2:18][CH2:19][O:20][CH2:21][CH2:22]4)[n:15]3)[cH:8][n:9]2)[cH:24]1. The reactants are ClC1=CC=C(C=C1)S (4-chlorobenzenethiol), [H-].[Na+] (sodium hydride), O (Water), ClCCCCCN1C(=NC=2C(=NC(=C(C21)C)C)OC2=CC=CC=C2)CCC (1-(5-chloropentyl)-6,7-dimethyl-4-phenoxy-2-propyl-1H-imidazo[4,5-c]pyridine). The yield is 104.4%. Conditions: time 15 minute. RXN SMILES: [Cl:1][C:2]1[CH:7]=[CH:6][C:5]([SH:8])=[CH:4][CH:3]=1.[H-].[Na+].Cl[CH2:12][CH2:13][CH2:14][CH2:15][CH2:16][N:17]1[C:25]2[C:24]([CH3:26])=[C:23]([CH3:27])[N:22]=[C:21]([O:28][C:29]3[CH:34]=[CH:33][CH:32]=[CH:31][CH:30]=3)[C:20]=2[N:19]=[C:18]1[CH2:35][CH2:36][CH3:37].O>CN(C=O)C>[Cl:1][C:2]1[CH:7]=[CH:6][C:5]([S:8][CH2:12][CH2:13][CH2:14][CH2:15][CH2:16][N:17]2[C:25]3[C:24]([CH3:26])=[C:23]([CH3:27])[N:22]=[C:21]([O:28][C:29]4[CH:30]=[CH:31][CH:32]=[CH:33][CH:34]=4)[C:20]=3[N:19]=[C:18]2[CH2:35][CH2:36][CH3:37])=[CH:4][CH:3]=1 |f:1.2|. Product: ClC1=CC=C(C=C1)SCCCCCN1C(=NC=2C(=NC(=C(C21)C)C)OC2=CC=CC=C2)CCC (1-[5-(4-chlorophenylsulfanyl)pentyl]-6,7-dimethyl-4-phenoxy-2-propyl-1H-imidazo[4,5-c]pyridine). Procedure details: Under a nitrogen atmosphere, a solution of 4-chlorobenzenethiol (868 mg, 6.00 mmol) in DMF (5 mL) was added to a mixture of sodium hydride (60% dispersion, 240 mg, 6.00 mmol) in DMF (15 mL); the reaction became homogeneous and was stirred for 15 minutes. Solid 1-(5-chloropentyl)-6,7-dimethyl-4-phenoxy-2-propyl-1H-imidazo[4,5-c]pyridine (1.93 g, 5.00 mmol) was added in small amounts, and the reaction was stirred for 1.5 hours. Water (25 mL) was added, and the resulting solution was extracted with... The solvent is CN(C)C=O (DMF), CN(C)C=O (DMF).